Dataset: the Open Reaction Database (ORD), a public repository of structured organic reaction records. Task: describe an organic reaction: reactants, conditions, products, and yield Reactants: C(C)OC(=O)CN(C1(CCC(CC1)=O)C1=CC=CC=C1)C (4-[[(ethoxycarbonyl)methyl]methylamino]-4-phenylcyclohexanone), [H-].[Al+3].[Li+].[H-].[H-].[H-] (lithium aluminum hydride), ( 4 ), C(C)OCC (diethyl ether), Cl (hydrogen chloride), ethylene ketal, C(C)OC(=O)CN(C1(CCC(CC1)=O)C1=CC=CC=C1)C (4-[[(ethoxycarbonyl)methyl]methylamino]-4-phenylcyclohexanone), [OH-].[Na+] (sodium hydroxide). The solvent is O (water), O1CCCC1 (tetrahydrofuran), O1CCCC1 (tetrahydrofuran), O (water). Yields the product Cl.C1COC2(CCC(CC2)(C2=CC=CC=C2)N(C)CCO)O1 (4-[(2-hydroxyethyl)methylamino]-4-phenylcyclohexanone ethylene ketal hydrochloride). Yield: 58.0%. As a reaction SMILES: C(O[C:4]([CH2:6][N:7]([CH3:21])[C:8]1([C:15]2[CH:20]=[CH:19][CH:18]=[CH:17][CH:16]=2)[CH2:13][CH2:12][C:11](=[O:14])[CH2:10][CH2:9]1)=[O:5])C.[H-].[Al+3].[Li+].[H-].[H-].[H-].[OH-].[Na+].[ClH:30].[CH2:31]([O:33]CC)[CH3:32]>O.O1CCCC1>[ClH:30].[CH2:32]1[O:14][C:11]2([CH2:10][CH2:9][C:8]([N:7]([CH2:6][CH2:4][OH:5])[CH3:21])([C:15]3[CH:16]=[CH:17][CH:18]=[CH:19][CH:20]=3)[CH2:13][CH2:12]2)[O:33][CH2:31]1 |f:1.2.3.4.5.6,7.8,13.14|. Procedure details: A solution consisting of 4.52 gm. (0.0136 mole) of 4-[[(ethoxycarbonyl)methyl]methylamino]-4-phenylcyclohexanone, ethylene ketal, p-toluenesulfonate (prepared in Example 35, above), and 100 ml. tetrahydrofuran is added to a suspension of 0.52 gm. lithium aluminum hydride in 10 ml. tetrahydrofuran. This reaction is heated at the reaction mixture is heated at the reflux temperature for four (4) hours, after which heating it is allowed to cool and then chilled in an ice bath. To the chilled solutio... The reactants are C(C1=CC=CC=C1)OCCOC1=CC=C(C=C1)\C(=C(/CCCl)\C1=CC=CC=C1)\C1=CC=CC=C1 (E-1-[4-(2-benzyloxyethoxy)phenyl]-4-chloro-1,2-diphenyl-but-1-ene). Reagents/catalysts: [Pd] (Palladium on carbon). Run in C(C)(=O)OCC (ethyl acetate), C(C)O (ethanol). The product is ClCC\C(=C(\C1=CC=CC=C1)/C1=CC=C(OCCO)C=C1)\C1=CC=CC=C1 (E-2-[4-(4-chloro-1,2-diphenyl-but-1-enyl)phenoxy]ethanol). Reaction SMILES: C([O:8][CH2:9][CH2:10][O:11][C:12]1[CH:17]=[CH:16][C:15](/[C:18](/[C:29]2[CH:34]=[CH:33][CH:32]=[CH:31][CH:30]=2)=[C:19](/[C:23]2[CH:28]=[CH:27][CH:26]=[CH:25][CH:24]=2)\[CH2:20][CH2:21][Cl:22])=[CH:14][CH:13]=1)C1C=CC=CC=1>C(OCC)(=O)C.C(O)C.[Pd]>[Cl:22][CH2:21][CH2:20]/[C:19](/[C:23]1[CH:24]=[CH:25][CH:26]=[CH:27][CH:28]=1)=[C:18](\[C:15]1[CH:14]=[CH:13][C:12]([O:11][CH2:10][CH2:9][OH:8])=[CH:17][CH:16]=1)/[C:29]1[CH:30]=[CH:31][CH:32]=[CH:33][CH:34]=1. Procedure: 6.9 g of E-1-[4-(2-benzyloxyethoxy)phenyl]-4-chloro-1,2-diphenyl-but-1-ene was dissolved in the mixture of ethyl acetate (60 ml) and ethanol (60 ml). Palladium on carbon (5%, 0.7 g) was added and the solution was stirred vigorously under a hydrogen atmosphere at room temperature until there was not any starting compound left (thin layer chromatography). Palladium on carbon was filtered off through siliceous earth and the filtrate was evaporated to dryness. The residue was crystallized several ti...